Dataset: the Open Reaction Database (ORD), a public repository of structured organic reaction records. Task: describe an organic reaction: reactants, conditions, products, and yield The reactants are Cc1ccc(Br)cc1, O=C([O-])O, CC(=O)[O-], CC(=O)[O-], CC(C)(C)[O-], Cc1ccc(C2c3c(C)c(N4CCNCC4)c(C)c(C)c3OC2(C)C)cc1, Cc1ccccc1, Cl, [Na+], [Na+], [Pd+2]. Product: Cc1ccc(C2c3c(C)c(N4CCN(c5ccc(C)cc5)CC4)c(C)c(C)c3OC2(C)C)cc1. Reaction SMILES: [Br:35][c:36]1[cH:37][cH:38][c:39]([CH3:42])[cH:40][cH:41]1.[C:50](=[O:51])([OH:52])[O-:53].[C:55]([O-:56])(=[O:57])[CH3:58].[C:60]([O-:61])(=[O:62])[CH3:63].[CH3:29][C:30]([CH3:31])([O-:32])[CH3:33].[CH3:2][C:3]1([CH3:28])[O:4][c:5]2[c:6]([c:15]([CH3:27])[c:16]([N:21]3[CH2:22][CH2:23][NH:24][CH2:25][CH2:26]3)[c:17]([CH3:20])[c:18]2[CH3:19])[CH:7]1[c:8]1[cH:9][cH:10][c:11]([CH3:14])[cH:12][cH:13]1.[CH3:43][c:44]1[cH:45][cH:46][cH:47][cH:48][cH:49]1.[ClH:1].[Na+:34].[Na+:54].[Pd+2:59]>>[CH3:2][C:3]1([CH3:28])[O:4][c:5]2[c:6]([c:15]([CH3:27])[c:16]([N:21]3[CH2:22][CH2:23][N:24]([c:36]4[cH:37][cH:38][c:39]([CH3:42])[cH:40][cH:41]4)[CH2:25][CH2:26]3)[c:17]([CH3:20])[c:18]2[CH3:19])[CH:7]1[c:8]1[cH:9][cH:10][c:11]([CH3:14])[cH:12][cH:13]1. Starting materials: O=C([O-])[O-], C1COCCO1, Cc1nc2ccccc2[nH]1, Clc1nc(N2CCOCC2)c2sc(CN3CC(N4CCOCC4)C3)nc2n1, [Cs+], [Cs+], O=C(C=Cc1ccccc1)C=Cc1ccccc1, O=C(C=Cc1ccccc1)C=Cc1ccccc1, O=C(C=Cc1ccccc1)C=Cc1ccccc1, [Pd], [Pd]. Product: Cc1nc2ccccc2n1-c1nc(N2CCOCC2)c2sc(CN3CC(N4CCOCC4)C3)nc2n1. RXN SMILES: [C:38](=[O:39])([O-:40])[O-:41].[CH2:44]1[O:45][CH2:46][CH2:47][O:48][CH2:49]1.[CH3:28][c:29]1[n:30][c:31]2[c:32]([nH:33]1)[cH:34][cH:35][cH:36][cH:37]2.[Cl:1][c:2]1[n:3][c:4]([N:22]2[CH2:23][CH2:24][O:25][CH2:26][CH2:27]2)[c:5]2[c:6]([n:7]1)[n:8][c:9]([CH2:11][N:12]1[CH2:13][CH:14]([N:16]3[CH2:17][CH2:18][O:19][CH2:20][CH2:21]3)[CH2:15]1)[s:10]2.[Cs+:42].[Cs+:43].[O:52]=[C:53]([CH:54]=[CH:55][c:56]1[cH:57][cH:58][cH:59][cH:60][cH:61]1)[CH:62]=[CH:63][c:64]1[cH:65][cH:66][cH:67][cH:68][cH:69]1.[O:70]=[C:71]([CH:72]=[CH:73][c:74]1[cH:75][cH:76][cH:77][cH:78][cH:79]1)[CH:80]=[CH:81][c:82]1[cH:83][cH:84][cH:85][cH:86][cH:87]1.[O:88]=[C:89]([CH:90]=[CH:91][c:92]1[cH:93][cH:94][cH:95][cH:96][cH:97]1)[CH:98]=[CH:99][c:100]1[cH:101][cH:102][cH:103][cH:104][cH:105]1.[Pd:50].[Pd:51]>>[c:2]1(-[n:33]2[c:29]([CH3:28])[n:30][c:31]3[c:32]2[cH:34][cH:35][cH:36][cH:37]3)[n:3][c:4]([N:22]2[CH2:23][CH2:24][O:25][CH2:26][CH2:27]2)[c:5]2[c:6]([n:7]1)[n:8][c:9]([CH2:11][N:12]1[CH2:13][CH:14]([N:16]3[CH2:17][CH2:18][O:19][CH2:20][CH2:21]3)[CH2:15]1)[s:10]2. Starting materials: CCOC(C)=O, Nc1cccc(SCCO)c1[N+](=O)[O-]. Yields the product Nc1cccc(SCCO)c1N. Reaction SMILES: [CH3:15][CH2:16][O:17][C:18]([CH3:19])=[O:20].[NH2:1][c:2]1[c:3]([N+:12]([O-:13])=[O:14])[c:4]([S:8][CH2:9][CH2:10][OH:11])[cH:5][cH:6][cH:7]1>>[NH2:1][c:2]1[c:3]([NH2:12])[c:4]([S:8][CH2:9][CH2:10][OH:11])[cH:5][cH:6][cH:7]1. Reported procedure: To a solution of ethyl 3-[5-(5-{3-chloro-4-[(1-methylethyl)oxy]phenyl}-1,2,4-oxadiazol-3-yl)-1H-indazol-1-yl]-2,2-dimethylpropanoate (D100) (85 mg, 176 mmol) in THF (2 ml) at room temperature was added NaOH (2N in H2O, 440 μl, 880 mmol) and the resulting mixture was stirred at 50° C. overnight. NaOH (2N in H2O, 440 μl, 880 mmol) and THF (2 ml) were added and the resulting mixture stirred at 80° C. for two nights then cooled to room temperature. Most of THF was removed in vacuo and the resulting ... Product: ClC=1C=C(C=CC1OC(C)C)C1=NC(=NO1)C=1C=C2C=NN(C2=CC1)CC(C(=O)O)(C)C (3-[5-(5-{3-Chloro-4-[(1-methylethyl)oxy]phenyl}-1,2,4-oxadiazol-3-yl)-1H-indazol-1-yl]-2,2-dimethylpropanoic acid). Reaction SMILES: [Cl:1][C:2]1[CH:3]=[C:4]([C:12]2[O:16][N:15]=[C:14]([C:17]3[CH:18]=[C:19]4[C:23](=[CH:24][CH:25]=3)[N:22]([CH2:26][C:27]([CH3:34])([CH3:33])[C:28]([O:30]CC)=[O:29])[N:21]=[CH:20]4)[N:13]=2)[CH:5]=[CH:6][C:7]=1[O:8][CH:9]([CH3:11])[CH3:10].[OH-].[Na+]>C1COCC1>[Cl:1][C:2]1[CH:3]=[C:4]([C:12]2[O:16][N:15]=[C:14]([C:17]3[CH:18]=[C:19]4[C:23](=[CH:24][CH:25]=3)[N:22]([CH2:26][C:27]([CH3:34])([CH3:33])[C:28]([OH:30])=[O:29])[N:21]=[CH:20]4)[N:13]=2)[CH:5]=[CH:6][C:7]=1[O:8][CH:9]([CH3:11])[CH3:10] |f:1.2|. Reactants: ClC=1C=C(C=CC1OC(C)C)C1=NC(=NO1)C=1C=C2C=NN(C2=CC1)CC(C(=O)OCC)(C)C (ethyl 3-[5-(5-{3-chloro-4-[(1-methylethyl)oxy]phenyl}-1,2,4-oxadiazol-3-yl)-1H-indazol-1-yl]-2,2-dimethylpropanoate), [OH-].[Na+] (NaOH), [OH-].[Na+] (NaOH). Isolated yield 0.1%. Solvent: C1CCOC1 (THF), C1CCOC1 (THF). Conditions: temperature 50 celsius, time 8 hour. The reactants are C(=O)([O-])[O-].[K+].[K+] (K2CO3), [C@@H]1([C@@H](CCCC1)N)N (trans-1,2-cyclohexane diamine), O=C1OC2C(CN1)CCN(C2)C(=O)OC(C)(C)C (rac-(4aR*,8aR*)-tert-butyl 2-oxohexahydro-2H-pyrido[4,3-e][1,3]oxazine-7(3H)-carboxylate), IC1=CC2=C(OCCO2)C=C1 (6-iodo-2,3-dihydrobenzo[b][1,4]dioxine). Reagents/catalysts: [Cu]I (CuI). Solvent: O1CCOCC1 (dioxane). Conditions: time 40 hour. Yields the product O1C2=C(OCC1)C=C(C=C2)N2C(OC1C(C2)CCN(C1)C(=O)OC(C)(C)C)=O (Rac-(4aR*,8aR*)-tert-butyl 3-(2,3-dihydrobenzo[b][1,4]dioxin-6-yl)-2-oxohexahydro-2H-pyrido[4,3-e][1,3]oxazine-7(3H)-carboxylate). Yield: 62.4%. As a reaction SMILES: C([O-])([O-])=O.[K+].[K+].[C@@H]1(N)CCCC[C@H]1N.[O:15]=[C:16]1[NH:21][CH2:20][CH:19]2[CH2:22][CH2:23][N:24]([C:26]([O:28][C:29]([CH3:32])([CH3:31])[CH3:30])=[O:27])[CH2:25][CH:18]2[O:17]1.I[C:34]1[CH:43]=[CH:42][C:37]2[O:38][CH2:39][CH2:40][O:41][C:36]=2[CH:35]=1>O1CCOCC1.[Cu]I>[O:38]1[CH2:39][CH2:40][O:41][C:36]2[CH:35]=[C:34]([N:21]3[CH2:20][CH:19]4[CH2:22][CH2:23][N:24]([C:26]([O:28][C:29]([CH3:32])([CH3:31])[CH3:30])=[O:27])[CH2:25][CH:18]4[O:17][C:16]3=[O:15])[CH:43]=[CH:42][C:37]1=2 |f:0.1.2|. Procedure details: A vial was charged with K2CO3 (0.22 g, 1.56 mmol, 2 eq.), CuI (0.01 g, 0.08 mmol, 0.1 eq.) and trans-1,2-cyclohexane diamine (0.01 g, 0.08 mmol, 0.1 eq.), rac-(4aR*,8aR*)-tert-butyl 2-oxohexahydro-2H-pyrido[4,3-e][1,3]oxazine-7(3H)-carboxylate (Preparation A, 0.2 g, 0.78 mmol) and flushed with nitrogen for 5 min. A solution of 6-iodo-2,3-dihydrobenzo[b][1,4]dioxine (0.21 g, 0.78 mmol, 1.01 eq.) in dry dioxane (0.78 mL) was added and the resulting suspension was at 110° C. for 40 h. The reaction ... Starting materials: C(C)(C)[C@]1(C[C@@H](CC1)NC1CCOCC1)C(=O)N1CCC(=CC1)C1=CC(=CC=C1)C(F)(F)F (N-((1R,3S)-3-isopropyl-3-[4-[3-(trifluoromethyl)phenyl]-3,6-dihydropyridin-1(2H)-yl]carbonylcyclopentyl)tetrahydro-2H-pyran-4-amine). Reagents/catalysts: [Pd] (palladium). Run in CO (methanol). Conditions: time 22 hour. The product is C(C)(C)[C@]1(C[C@@H](CC1)NC1CCOCC1)C(=O)N1CCC(CC1)C1=CC(=CC=C1)C(F)(F)F (N-[(1R,3S)-3-isopropyl-3-(4-[3-(trifluoromethyl)phenyl]piperidin-1-ylcarbonyl)cyclopentyl]tetrahydro-2H-pyran-4-amine). The yield is 98.1%. As a reaction SMILES: [CH:1]([C@:4]1([C:16]([N:18]2[CH2:23][CH:22]=[C:21]([C:24]3[CH:29]=[CH:28][CH:27]=[C:26]([C:30]([F:33])([F:32])[F:31])[CH:25]=3)[CH2:20][CH2:19]2)=[O:17])[CH2:8][CH2:7][C@@H:6]([NH:9][CH:10]2[CH2:15][CH2:14][O:13][CH2:12][CH2:11]2)[CH2:5]1)([CH3:3])[CH3:2]>CO.[Pd]>[CH:1]([C@:4]1([C:16]([N:18]2[CH2:19][CH2:20][CH:21]([C:24]3[CH:29]=[CH:28][CH:27]=[C:26]([C:30]([F:33])([F:32])[F:31])[CH:25]=3)[CH2:22][CH2:23]2)=[O:17])[CH2:8][CH2:7][C@@H:6]([NH:9][CH:10]2[CH2:11][CH2:12][O:13][CH2:14][CH2:15]2)[CH2:5]1)([CH3:3])[CH3:2]. Procedure details: To a solution of N-((1R,3S)-3-isopropyl-3-[4-[3-(trifluoromethyl)phenyl]-3,6-dihydropyridin-1(2H)-yl]carbonylcyclopentyl)tetrahydro-2H-pyran-4-amine (12.0 mg, 0.026 mmol) in methanol (1.0 mL) under N2 was added palladium (5.5 mg) (10% dry weight on wet activated carbon). The reaction mixture was stirred at room temperature under H2 (1 atm) overnight (22 h) and filtered through celite. The celite was washed with methylene chloride and the filtrate was concentrated to give the desired product (11....